From a dataset of the Open Reaction Database (ORD), a public repository of structured organic reaction records. describe an organic reaction: reactants, conditions, products, and yield Procedure: A solution of 1 mmol of [(2R,4R,5R)-4-[4-((S)-3-methoxy-2-methyl-propoxymethyl)-phenyl]-5-[4-(3-methoxy-propyl)-3,4-dihydro-2H-benzo[1,4]oxazin-6-ylmethoxy]-1-(toluene-4-sulfonyl)-piperidin-2-yl]-acetic acid hydrazide in 5 ml of CH2Cl2 is treated at RT with 1.1 mmol of N,N-dimethylformamide dimethylacetal and refluxed for 1 h. The mixture is cooled to RT, and concentrated under reduced pressure to afford the title compound as a viscous brown-orange oil. Rt=4.75 (gradient I). The product is CN(\C=N\NC(C[C@@H]1N(C[C@@H]([C@H](C1)C1=CC=C(C=C1)COC[C@H](COC)C)OCC=1C=CC2=C(N(CCO2)CCCOC)C1)S(=O)(=O)C1=CC=C(C=C1)C)=O)C ([(2R,4R,5R)-4-[4-((S)-3-Methoxy-2-methyl-propoxymethyl)-phenyl]-5-[4-(3-methoxy-propyl)-3,4-dihydro-2H-benzo[1,4]oxazin-6-ylmethoxy]-1-(toluene-4-sulfonyl)-piperidin-2-yl]-acetic acid [1-dimethylamino-meth-(E)-ylidene]-hydrazide). Starting materials: COC[C@@H](COCC1=CC=C(C=C1)[C@H]1C[C@@H](N(C[C@@H]1OCC=1C=CC2=C(N(CCO2)CCCOC)C1)S(=O)(=O)C1=CC=C(C=C1)C)CC(=O)NN)C ([(2R,4R,5R)-4-[4-((S)-3-methoxy-2-methyl-propoxymethyl)-phenyl]-5-[4-(3-methoxy-propyl)-3,4-dihydro-2H-benzo[1,4]oxazin-6-ylmethoxy]-1-(toluene-4-sulfonyl)-piperidin-2-yl]-acetic acid hydrazide), COC(N(C)C)OC (N,N-dimethylformamide dimethylacetal). Solvent: C(Cl)Cl (CH2Cl2). RXN SMILES: [CH3:1][O:2][CH2:3][C@H:4]([CH3:52])[CH2:5][O:6][CH2:7][C:8]1[CH:13]=[CH:12][C:11]([C@@H:14]2[C@@H:19]([O:20][CH2:21][C:22]3[CH:23]=[CH:24][C:25]4[O:30][CH2:29][CH2:28][N:27]([CH2:31][CH2:32][CH2:33][O:34][CH3:35])[C:26]=4[CH:36]=3)[CH2:18][N:17]([S:37]([C:40]3[CH:45]=[CH:44][C:43]([CH3:46])=[CH:42][CH:41]=3)(=[O:39])=[O:38])[C@@H:16]([CH2:47][C:48]([NH:50][NH2:51])=[O:49])[CH2:15]2)=[CH:10][CH:9]=1.CO[CH:55](OC)[N:56]([CH3:58])[CH3:57]>C(Cl)Cl>[CH3:55][N:56]([CH3:58])/[CH:57]=[N:51]/[NH:50][C:48](=[O:49])[CH2:47][C@H:16]1[CH2:15][C@H:14]([C:11]2[CH:10]=[CH:9][C:8]([CH2:7][O:6][CH2:5][C@@H:4]([CH3:52])[CH2:3][O:2][CH3:1])=[CH:13][CH:12]=2)[C@@H:19]([O:20][CH2:21][C:22]2[CH:23]=[CH:24][C:25]3[O:30][CH2:29][CH2:28][N:27]([CH2:31][CH2:32][CH2:33][O:34][CH3:35])[C:26]=3[CH:36]=2)[CH2:18][N:17]1[S:37]([C:40]1[CH:41]=[CH:42][C:43]([CH3:46])=[CH:44][CH:45]=1)(=[O:38])=[O:39].